Dataset: the Open Reaction Database (ORD), a public repository of structured organic reaction records. Task: describe an organic reaction: reactants, conditions, products, and yield The reactants are C1CCOC1, OC1CCC1, c1ccc(P(c2ccccc2)c2ccccc2)cc1, Oc1ccncc1. The product is c1cc(OC2CCC2)ccn1. RXN SMILES: [CH2:32]1[O:33][CH2:34][CH2:35][CH2:36]1.[CH:8]1([OH:12])[CH2:9][CH2:10][CH2:11]1.[c:13]1([P:14]([c:15]2[cH:16][cH:17][cH:18][cH:19][cH:20]2)[c:21]2[cH:22][cH:23][cH:24][cH:25][cH:26]2)[cH:27][cH:28][cH:29][cH:30][cH:31]1.[n:1]1[cH:2][cH:3][c:4]([OH:7])[cH:5][cH:6]1>>[n:1]1[cH:2][cH:3][c:4]([O:7][CH:8]2[CH2:9][CH2:10][CH2:11]2)[cH:5][cH:6]1.